From a dataset of the Open Reaction Database (ORD), a public repository of structured organic reaction records. describe an organic reaction: reactants, conditions, products, and yield Reactants: C(C)(C)(C)OO (tert-butyl hydroperoxide), CC(CC(=O)O)CC(C)(C)C (3,5,5-trimethylhexanoic acid), TEFLON fluoropolymer. Procedure: To a reaction vial with a TEFLON fluoropolymer magnetic stirring rod, 3 ml containing 0.2 M tert-butyl hydroperoxide and 0.2 M 3,5,5-trimethylhexanoic acid in isooctane was added. The reaction was started by addition of 200 mg of Candida antartica enzyme and about 10 mg of molsieves (3 grains). After twenty-fourand one-half hours, 11.2% conversion to tert-butyl peroxy-3,5,5-trimethylhexanoate was obtained as measured with GC. Solvent: C(C)(C)CC(C)(C)C (isooctane). Product: CC(CC(=O)OOC(C)(C)C)CC(C)(C)C (tert-butyl peroxy-3,5,5-trimethylhexanoate). Reaction SMILES: [C:1]([O:5][OH:6])([CH3:4])([CH3:3])[CH3:2].[CH3:7][CH:8]([CH2:13][C:14]([CH3:17])([CH3:16])[CH3:15])[CH2:9][C:10](O)=[O:11]>C(CC(C)(C)C)(C)C>[CH3:7][CH:8]([CH2:13][C:14]([CH3:17])([CH3:16])[CH3:15])[CH2:9][C:10]([O:6][O:5][C:1]([CH3:4])([CH3:3])[CH3:2])=[O:11]. Reactants: [Br-], O=C1CCN(Cc2ccccc2)CC1, [Cl-], [NH4+], C1CCOC1, C1CCOC1, Cc1ccccc1[Mg+]. Yields the product Cc1ccccc1C1=CCN(Cc2ccccc2)CC1. As a reaction SMILES: [Br-:6].[CH2:15]([c:16]1[cH:17][cH:18][cH:19][cH:20][cH:21]1)[N:22]1[CH2:23][CH2:24][C:25](=[O:28])[CH2:26][CH2:27]1.[Cl-:29].[NH4+:30].[O:1]1[CH2:2][CH2:3][CH2:4][CH2:5]1.[O:31]1[CH2:32][CH2:33][CH2:34][CH2:35]1.[c:7]1([CH3:14])[c:8]([Mg+:13])[cH:9][cH:10][cH:11][cH:12]1>>[c:7]1([CH3:14])[c:8]([C:25]2=[CH:26][CH2:27][N:22]([CH2:15][c:16]3[cH:17][cH:18][cH:19][cH:20][cH:21]3)[CH2:23][CH2:24]2)[cH:9][cH:10][cH:11][cH:12]1. Yields the product C=CCOC1CC(C=C(C)C2OC(=O)C3CCCCN3C(=O)C(=O)C3(O)OC(C(OC)CC(C)CC(C)=CC(CC)C(=O)CC(O[Si](C)(C)C(C)(C)C)C2C)C(OC)CC3C)CCC1O. As a reaction SMILES: [CH2:1]([CH3:2])[CH:3]1[C:4](=[O:72])[CH2:5][CH:6]([O:64][Si:65]([CH3:66])([CH3:67])[C:68]([CH3:69])([CH3:70])[CH3:71])[CH:7]([CH3:63])[CH:8]([C:42](=[CH:43][CH:44]2[CH2:45][CH:46]([O:58][CH2:59][CH:60]=[CH2:61])[CH:47]([O:50][Si:51]([C:52]([CH3:53])([CH3:54])[CH3:55])([CH3:56])[CH3:57])[CH2:48][CH2:49]2)[CH3:62])[O:9][C:10](=[O:41])[CH:11]2[CH2:12][CH2:13][CH2:14][CH2:15][N:16]2[C:17](=[O:40])[C:18](=[O:39])[C:19]2([OH:38])[CH:20]([CH3:37])[CH2:21][CH:22]([O:35][CH3:36])[CH:23]([CH:24]([O:32][CH3:33])[CH2:25][CH:26]([CH3:31])[CH2:27][C:28]([CH3:30])=[CH:29]1)[O:34]2.[CH3:74][C:75]#[N:76].[CH3:77][CH2:78][O:79][C:80](=[O:81])[CH3:82].[FH:73]>>[CH2:1]([CH3:2])[CH:3]1[C:4](=[O:72])[CH2:5][CH:6]([O:64][Si:65]([CH3:66])([CH3:67])[C:68]([CH3:69])([CH3:70])[CH3:71])[CH:7]([CH3:63])[CH:8]([C:42](=[CH:43][CH:44]2[CH2:45][CH:46]([O:58][CH2:59][CH:60]=[CH2:61])[CH:47]([OH:50])[CH2:48][CH2:49]2)[CH3:62])[O:9][C:10](=[O:41])[CH:11]2[CH2:12][CH2:13][CH2:14][CH2:15][N:16]2[C:17](=[O:40])[C:18](=[O:39])[C:19]2([OH:38])[CH:20]([CH3:37])[CH2:21][CH:22]([O:35][CH3:36])[CH:23]([CH:24]([O:32][CH3:33])[CH2:25][CH:26]([CH3:31])[CH2:27][C:28]([CH3:30])=[CH:29]1)[O:34]2. Starting materials: C=CCOC1CC(C=C(C)C2OC(=O)C3CCCCN3C(=O)C(=O)C3(O)OC(C(OC)CC(C)CC(C)=CC(CC)C(=O)CC(O[Si](C)(C)C(C)(C)C)C2C)C(OC)CC3C)CCC1O[Si](C)(C)C(C)(C)C, CC#N, CCOC(C)=O, F. Reactants: N(=[N+]=[N-])C1=C(C(=NC(=C1)C(F)(F)F)C(F)(F)F)C(=O)OCC (Ethyl 4-azido-2,6-bis(trifluoromethyl)-3-pyridinecarboxylate), [H][H] (hydrogen). Reagents/catalysts: [Pd] (Pd-C). Run in C(C)O (ethanol). Yields the product NC1=C(C(=NC(=C1)C(F)(F)F)C(F)(F)F)C(=O)OCC (Ethyl 4-amino-2,6-bis(trifluoromethyl)-3-pyridinecarboxylate). Isolated yield 81.2%. As a reaction SMILES: [N:1]([C:4]1[CH:9]=[C:8]([C:10]([F:13])([F:12])[F:11])[N:7]=[C:6]([C:14]([F:17])([F:16])[F:15])[C:5]=1[C:18]([O:20][CH2:21][CH3:22])=[O:19])=[N+]=[N-].[H][H]>[Pd].C(O)C>[NH2:1][C:4]1[CH:9]=[C:8]([C:10]([F:11])([F:12])[F:13])[N:7]=[C:6]([C:14]([F:17])([F:15])[F:16])[C:5]=1[C:18]([O:20][CH2:21][CH3:22])=[O:19]. Procedure details: A mixture of 2.0 g (0.00611 mol) of product of Example 27, 100 mg of 10% Pd-C and 20 ml of ethanol was hydrogenated with 30 lbs. hydrogen pressure for three hours and filtered. The filtrate was concentrated. The residual oil (1.7 g) was triturated with petroleum ether and filtered to give 1.5 g (87%) of product as a white powder; mp 43°-45° C. Reactants: ClC1=NC2=CC=CC=C2C(=C1)C (2-chlorolepidine), N1[C@H](CO)CCC1 (L-prolinol). The product is OC[C@H]1N(CCC1)C1=NC2=CC=CC=C2C(=C1)C ((S)-2-Hydroxymethyl-1-(lepidin-2-yl)pyrrolidine). Isolated yield 93.2%. As a reaction SMILES: Cl[C:2]1[CH:11]=[C:10]([CH3:12])[C:9]2[C:4](=[CH:5][CH:6]=[CH:7][CH:8]=2)[N:3]=1.[NH:13]1[CH2:19][CH2:18][CH2:17][C@H:14]1[CH2:15][OH:16]>>[OH:16][CH2:15][C@@H:14]1[CH2:17][CH2:18][CH2:19][N:13]1[C:2]1[CH:11]=[C:10]([CH3:12])[C:9]2[C:4](=[CH:5][CH:6]=[CH:7][CH:8]=2)[N:3]=1. Reported procedure: The title compound (22 g, 94%) was prepared as thick liquid from 2-chlorolepidine (17.3 g) and L-prolinol (59 g) by an analogous procedure to that described in preparation 1.